Dataset: the Open Reaction Database (ORD), a public repository of structured organic reaction records. Task: describe an organic reaction: reactants, conditions, products, and yield Reactants: [Al+3], COc1cc(OC)c(C=O)cc1C, CC#N, [Cl-], [Cl-], [Cl-], [I-], [Na+]. Yields the product COc1cc(O)c(C=O)cc1C. As a reaction SMILES: [Al+3:17].[CH3:1][O:2][c:3]1[c:4]([CH:5]=[O:6])[cH:7][c:8]([CH3:13])[c:9]([O:11][CH3:12])[cH:10]1.[CH3:20][C:21]#[N:22].[Cl-:16].[Cl-:18].[Cl-:19].[I-:15].[Na+:14]>>[OH:2][c:3]1[c:4]([CH:5]=[O:6])[cH:7][c:8]([CH3:13])[c:9]([O:11][CH3:12])[cH:10]1. Reactants: C1CCOC1, CCCCCCCCCCCCCCCCCCOC1CC(CO)CC(OCCCCCCCCCCCCCCCCCC)C1OCCCCCCCCCCCCCCCCCC, O=C1c2ccccc2-c2ccc(O)cc21, c1ccc(P(c2ccccc2)c2ccccc2)cc1. The product is CCCCCCCCCCCCCCCCCCOC1CC(COc2ccc3c(c2)C(=O)c2ccccc2-3)CC(OCCCCCCCCCCCCCCCCCC)C1OCCCCCCCCCCCCCCCCCC. Reaction SMILES: [CH2:100]1[O:101][CH2:102][CH2:103][CH2:104]1.[CH2:1]([CH2:2][CH2:3][CH2:4][CH2:5][CH2:6][CH2:7][CH2:8][CH2:9][CH2:10][CH2:11][CH2:12][CH2:13][CH2:14][CH2:15][CH2:16][CH2:17][CH3:18])[O:19][CH:20]1[CH2:21][CH:22]([CH2:64][OH:65])[CH2:23][CH:24]([O:45][CH2:46][CH2:47][CH2:48][CH2:49][CH2:50][CH2:51][CH2:52][CH2:53][CH2:54][CH2:55][CH2:56][CH2:57][CH2:58][CH2:59][CH2:60][CH2:61][CH2:62][CH3:63])[CH:25]1[O:26][CH2:27][CH2:28][CH2:29][CH2:30][CH2:31][CH2:32][CH2:33][CH2:34][CH2:35][CH2:36][CH2:37][CH2:38][CH2:39][CH2:40][CH2:41][CH2:42][CH2:43][CH3:44].[OH:66][c:67]1[cH:68][c:69]2[c:77]([cH:78][cH:79]1)-[c:76]1[c:71]([cH:72][cH:73][cH:74][cH:75]1)[C:70]2=[O:80].[c:81]1([P:82]([c:83]2[cH:84][cH:85][cH:86][cH:87][cH:88]2)[c:89]2[cH:90][cH:91][cH:92][cH:93][cH:94]2)[cH:95][cH:96][cH:97][cH:98][cH:99]1>>[CH2:1]([CH2:2][CH2:3][CH2:4][CH2:5][CH2:6][CH2:7][CH2:8][CH2:9][CH2:10][CH2:11][CH2:12][CH2:13][CH2:14][CH2:15][CH2:16][CH2:17][CH3:18])[O:19][CH:20]1[CH2:21][CH:22]([CH2:64][O:65][c:67]2[cH:68][c:69]3[c:77]([cH:78][cH:79]2)-[c:76]2[c:71]([cH:72][cH:73][cH:74][cH:75]2)[C:70]3=[O:80])[CH2:23][CH:24]([O:45][CH2:46][CH2:47][CH2:48][CH2:49][CH2:50][CH2:51][CH2:52][CH2:53][CH2:54][CH2:55][CH2:56][CH2:57][CH2:58][CH2:59][CH2:60][CH2:61][CH2:62][CH3:63])[CH:25]1[O:26][CH2:27][CH2:28][CH2:29][CH2:30][CH2:31][CH2:32][CH2:33][CH2:34][CH2:35][CH2:36][CH2:37][CH2:38][CH2:39][CH2:40][CH2:41][CH2:42][CH2:43][CH3:44]. Starting materials: CCCCCCCCCN(Cc1ccc(F)cc1F)C(=O)COc1ccc(CC(OCC)C(=O)OCC)cc1, C1CCOC1, [Li+], [OH-]. Yields the product CCCCCCCCCN(Cc1ccc(F)cc1F)C(=O)COc1ccc(CC(OCC)C(=O)O)cc1. RXN SMILES: [CH2:1]([CH3:2])[O:3][C:4]([CH:5]([CH2:6][c:7]1[cH:8][cH:9][c:10]([O:13][CH2:14][C:15](=[O:16])[N:17]([CH2:18][CH2:19][CH2:20][CH2:21][CH2:22][CH2:23][CH2:24][CH2:25][CH3:26])[CH2:27][c:28]2[c:29]([F:35])[cH:30][c:31]([F:34])[cH:32][cH:33]2)[cH:11][cH:12]1)[O:36][CH2:37][CH3:38])=[O:39].[CH2:42]1[O:43][CH2:44][CH2:45][CH2:46]1.[Li+:41].[OH-:40]>>[O:3]=[C:4]([CH:5]([CH2:6][c:7]1[cH:8][cH:9][c:10]([O:13][CH2:14][C:15](=[O:16])[N:17]([CH2:18][CH2:19][CH2:20][CH2:21][CH2:22][CH2:23][CH2:24][CH2:25][CH3:26])[CH2:27][c:28]2[c:29]([F:35])[cH:30][c:31]([F:34])[cH:32][cH:33]2)[cH:11][cH:12]1)[O:36][CH2:37][CH3:38])[OH:39].